This data is from the Open Reaction Database (ORD), a public repository of structured organic reaction records. The task is: describe an organic reaction: reactants, conditions, products, and yield Isolated yield 5.5%. Procedure: 2-Chloro-6-fluoroaniline (0.48 g) and 2-chlorobenzimidazole (0.5 g) were mixed in a flask and then kept at 170° C. for 30 min. After cooling, the residue was dissolved out of the flask at boiling heat using 1 N HCl and 10% ethanol. The material dissolved out was then stirred at RT for 30 min, then the insoluble material was filtered off with suction and the filtrate was evaporated. The residue was purified by means of preparative HPLC on RP-18 using acetonitrile/water (0.05% TFA). The clean frac... The product is Cl.N1C(=NC2=C1C=CC=C2)NC2=C(C=CC=C2F)Cl ((1H-Benzimidazol-2-yl)-(2-chloro-6-fluorophenyl)amine hydrochloride). Reactants: ClC1=C(N)C(=CC=C1)F (2-Chloro-6-fluoroaniline), ClC=1NC2=C(N1)C=CC=C2 (2-chlorobenzimidazole), Cl (HCl). RXN SMILES: [Cl:1][C:2]1[CH:8]=[CH:7][CH:6]=[C:5]([F:9])[C:3]=1[NH2:4].Cl[C:11]1[NH:12][C:13]2[CH:19]=[CH:18][CH:17]=[CH:16][C:14]=2[N:15]=1.Cl>C(O)C>[ClH:1].[NH:12]1[C:13]2[CH:19]=[CH:18][CH:17]=[CH:16][C:14]=2[N:15]=[C:11]1[NH:4][C:3]1[C:5]([F:9])=[CH:6][CH:7]=[CH:8][C:2]=1[Cl:1] |f:4.5|. The solvent is C(C)O (ethanol). Reaction conditions: time 30 minute.